From a dataset of the Open Reaction Database (ORD), a public repository of structured organic reaction records. describe an organic reaction: reactants, conditions, products, and yield Product: CC1CCCC2=C1C=CC=C2C (1,5-DMT). As a reaction SMILES: [CH3:1][C:2]1[C:11]2[C:6](=[C:7]([CH3:12])[CH:8]=[CH:9][CH:10]=2)[CH:5]=[CH:4][CH:3]=1>CC1C=CC=CC=1C>[CH3:12][CH:7]1[C:6]2[CH:5]=[CH:4][CH:3]=[C:2]([CH3:1])[C:11]=2[CH2:10][CH2:9][CH2:8]1. Starting materials: hydrocarbon, CC1=CC=CC2=C(C=CC=C12)C (1,5-dimethylnaphthalene), CC1=CC=CC2=C1C=CC=C2C (1,5-DMN). The yield is 88.0%. Procedure: In Example 1, a hydrocarbon feed of 5:1 (wt:wt) o-xylene: 1,5-dimethylnaphthalene was hydrogenated in a reactor with a PtS/Boron-SSZ-33 catalyst (0.5 g) at 400° F. and 200 psig. The hydrogenation products including the solvent o-xylene were collected and then dehydrogenated by being fed to PtS/Na-ZSM-5 in a reactor at 850° F., 100 psig, 0.5 ml/hr feed, 23 ml/min H2 and 0.5 g catalyst. The feed (hydrogenation products of 1,5-DMN) is shown in chromatographic form in FIG. 15b in comparison to 1,5-D... Solvent: CC=1C=CC=CC1C (o-xylene), CC=1C=CC=CC1C (o-xylene). Reagents/catalysts: PtS Boron-SSZ-33. The reactants are ClCCl, CC(C)(C)OC(=O)CCC(CCCCNS(=O)(=O)c1ccc(Cl)cc1)CCCn1ccnc1, O=C(O)C(F)(F)F. The product is O=C(O)CCC(CCCCNS(=O)(=O)c1ccc(Cl)cc1)CCCn1ccnc1. RXN SMILES: [CH2:41]([Cl:42])[Cl:43].[Cl:1][c:2]1[cH:3][cH:4][c:5]([S:8](=[O:9])(=[O:10])[NH:11][CH2:12][CH2:13][CH2:14][CH2:15][CH:16]([CH2:17][CH2:18][C:19](=[O:20])[O:21][C:22]([CH3:23])([CH3:24])[CH3:25])[CH2:26][CH2:27][CH2:28][n:29]2[cH:30][n:31][cH:32][cH:33]2)[cH:6][cH:7]1.[OH:34][C:35]([C:36]([F:37])([F:38])[F:39])=[O:40]>>[Cl:1][c:2]1[cH:3][cH:4][c:5]([S:8](=[O:9])(=[O:10])[NH:11][CH2:12][CH2:13][CH2:14][CH2:15][CH:16]([CH2:17][CH2:18][C:19](=[O:20])[OH:21])[CH2:26][CH2:27][CH2:28][n:29]2[cH:30][n:31][cH:32][cH:33]2)[cH:6][cH:7]1.